From a dataset of the Open Reaction Database (ORD), a public repository of structured organic reaction records. describe an organic reaction: reactants, conditions, products, and yield The reactants are N=1C=C(N2C1C=CC=C2)CC(=O)O (imidazo[1,2-a]pyridin-3-ylacetic acid), CN[C@@H]1CCC=2N(C3=CC=CC=C3C2CC(=O)OCCC)C1 (propyl [(7R)-7-(methylamino)-6,7,8,9-tetrahydropyrido[1,2-a]indol-10-yl]acetate). Yields the product N=1C=C(N2C1C=CC=C2)CC(=O)N([C@@H]2CCC=1N(C3=CC=CC=C3C1CC(=O)O)C2)C ({(7R)-7-[(imidazo[1,2-a]pyridin-3-ylacetyl)(methyl)amino]-6,7,8,9-tetrahydropyrido[1,2-a]indol-10-yl}acetic acid). As a reaction SMILES: [N:1]1[CH:2]=[C:3]([CH2:10][C:11]([OH:13])=O)[N:4]2[CH:9]=[CH:8][CH:7]=[CH:6][C:5]=12.[CH3:14][NH:15][C@H:16]1[CH2:35][N:20]2[C:21]3[C:26]([C:27]([CH2:28][C:29]([O:31]CCC)=[O:30])=[C:19]2[CH2:18][CH2:17]1)=[CH:25][CH:24]=[CH:23][CH:22]=3>>[N:1]1[CH:2]=[C:3]([CH2:10][C:11]([N:15]([CH3:14])[C@H:16]2[CH2:35][N:20]3[C:21]4[C:26]([C:27]([CH2:28][C:29]([OH:31])=[O:30])=[C:19]3[CH2:18][CH2:17]2)=[CH:25][CH:24]=[CH:23][CH:22]=4)=[O:13])[N:4]2[CH:9]=[CH:8][CH:7]=[CH:6][C:5]=12. Procedure: The title compound was prepared using analogous procedures described in Example 1 (Method A) from imidazo[1,2-a]pyridin-3-ylacetic acid and propyl [(7R)-7-(methylamino)-6,7,8,9-tetrahydropyrido[1,2-a]indol-10-yl]acetate. MS (+ESI) m/z: 417.